From a dataset of the Open Reaction Database (ORD), a public repository of structured organic reaction records. describe an organic reaction: reactants, conditions, products, and yield Starting materials: [H][H], CC(C)N1C(=O)c2ccc([N+](=O)[O-])cc2C1=O, O=[Ti]=O, O, [Pd]. Product: CC(C)N1C(=O)c2ccc(N)cc2C1=O. As a reaction SMILES: [H:18][H:19].[N+:1]([O-:2])(=[O:3])[c:4]1[cH:5][c:6]2[c:7]([cH:16][cH:17]1)[C:8](=[O:9])[N:10]([CH:13]([CH3:14])[CH3:15])[C:11]2=[O:12].[O:20]=[Ti:21]=[O:22].[OH2:24].[Pd:23]>>[NH2:1][c:4]1[cH:5][c:6]2[c:7]([cH:16][cH:17]1)[C:8](=[O:9])[N:10]([CH:13]([CH3:14])[CH3:15])[C:11]2=[O:12]. Reactants: Nc1cccc(Br)n1, C1CCOC1, O=C=NCCCl. Yields the product O=C(NCCCl)Nc1cccc(Br)n1. As a reaction SMILES: [Br:1][c:2]1[cH:3][cH:4][cH:5][c:6]([NH2:8])[n:7]1.[CH2:15]1[O:16][CH2:17][CH2:18][CH2:19]1.[Cl:9][CH2:10][CH2:11][N:12]=[C:13]=[O:14]>>[Br:1][c:2]1[cH:3][cH:4][cH:5][c:6]([NH:8][C:13]([NH:12][CH2:11][CH2:10][Cl:9])=[O:14])[n:7]1. Starting materials: COCC1CN(C(=O)OC(C)(C)C)CCN1c1nc2ccc(C(F)(F)F)cc2s1, ClCCl, O=C(O)C(F)(F)F. Product: COCC1CNCCN1c1nc2ccc(C(F)(F)F)cc2s1. As a reaction SMILES: [C:1]([O:2][C:3](=[O:4])[N:8]1[CH2:9][CH:10]([CH2:27][O:28][CH3:29])[N:11]([c:14]2[s:15][c:16]3[c:17]([n:18]2)[cH:19][cH:20][c:21]([C:23]([F:24])([F:25])[F:26])[cH:22]3)[CH2:12][CH2:13]1)([CH3:5])([CH3:6])[CH3:7].[CH2:37]([Cl:38])[Cl:39].[OH:30][C:31]([C:32]([F:33])([F:34])[F:35])=[O:36]>>[NH:8]1[CH2:9][CH:10]([CH2:27][O:28][CH3:29])[N:11]([c:14]2[s:15][c:16]3[c:17]([n:18]2)[cH:19][cH:20][c:21]([C:23]([F:24])([F:25])[F:26])[cH:22]3)[CH2:12][CH2:13]1. The reactants are CN(C)C=O, Clc1nc(Cl)nc(Cl)n1, [Na+], NC(=O)C12CC3CC(C1)C(n1c(=O)[nH]c4cnc5[nH]ccc5c41)C(C3)C2, O=C([O-])O. Yields the product N#CC12CC3CC(C1)C(n1c(=O)[nH]c4cnc5[nH]ccc5c41)C(C3)C2. Reaction SMILES: [CH3:41][N:42]([CH3:43])[CH:44]=[O:45].[Cl:27][c:28]1[n:29][c:30]([Cl:31])[n:32][c:33]([Cl:34])[n:35]1.[Na+:36].[O:1]=[c:2]1[nH:3][c:4]2[c:5]([c:6]3[c:7]([n:8][cH:9]2)[nH:10][cH:11][cH:12]3)[n:13]1[CH:14]1[CH:15]2[CH2:16][C:17]3([C:24](=[O:25])[NH2:26])[CH2:18][CH:19]([CH2:20][CH:21]1[CH2:22]3)[CH2:23]2.[OH:37][C:38](=[O:39])[O-:40]>>[O:1]=[c:2]1[nH:3][c:4]2[c:5]([c:6]3[c:7]([n:8][cH:9]2)[nH:10][cH:11][cH:12]3)[n:13]1[CH:14]1[CH:15]2[CH2:16][C:17]3([C:24]#[N:26])[CH2:18][CH:19]([CH2:20][CH:21]1[CH2:22]3)[CH2:23]2. Starting materials: C(C1=CN=CC=C1)(=O)OC (methyl nicotinate), [H-].[Na+] (sodium hydride), ONC(=N)N1CCN(CC1)C(=O)OC(C)(C)C (tert-Butyl 4-(N-hydroxyamidino)-piperazine-1-carboxylate). Solvent: O1CCCC1 (tetrahydrofuran), O1CCCC1 (tetrahydrofuran), C(C)(=O)OCC (ethyl acetate). Conditions: temperature 60 celsius, time 15 minute. Product: N1=CC(=CC=C1)C1=NC(=NO1)N1CCN(CC1)C(=O)OC(C)(C)C (tert-Butyl 4-(5-pyridin-3-yl-[1,2,4]oxadiazol-3-yl)-piperazine-1-carboxylate). Isolated yield 9.1%. Reaction SMILES: [OH:1][NH:2][C:3]([N:5]1[CH2:10][CH2:9][N:8]([C:11]([O:13][C:14]([CH3:17])([CH3:16])[CH3:15])=[O:12])[CH2:7][CH2:6]1)=[NH:4].[H-].[Na+].[C:20](OC)(=O)[C:21]1[CH:26]=[CH:25][CH:24]=[N:23][CH:22]=1>O1CCCC1.C(OCC)(=O)C>[N:23]1[CH:24]=[CH:25][CH:26]=[C:21]([C:20]2[O:1][N:2]=[C:3]([N:5]3[CH2:6][CH2:7][N:8]([C:11]([O:13][C:14]([CH3:17])([CH3:16])[CH3:15])=[O:12])[CH2:9][CH2:10]3)[N:4]=2)[CH:22]=1 |f:1.2|. Procedure details: tert-Butyl 4-(N-hydroxyamidino)-piperazine-1-carboxylate (320 mg) prepared in Example 36 was dissolved in 3 ml of tetrahydrofuran, 36 mg of sodium hydride was added thereto, the mixture was stirred at 60° C. for 15 minutes, a solution of 360 mg of methyl nicotinate in 2 ml of tetrahydrofuran was added thereto and the mixture was heated to reflux for 1 hour. The reaction solution was diluted with ethyl acetate, washed with water and a saturated saline solution and dried over sodium sulfate. The r... The reactants are FC(CCS(=O)(=O)CC#N)(C(C(C(F)(F)F)(F)F)(F)F)F ((3,3,4,4,5,5,6,6,6-nonafluorohexylsulfonyl)acetonitrile), N1C(C(=O)O)CCC1 (DL-proline), C1COC2(CCC(CC2)=O)O1 (1,4-cyclohexanedione monoethylene ketal). The solvent is C1(=CC=CC=C1)C (toluene). Run at time 3 hour. Product: O=C1CCC(CC1)C(C#N)S(=O)(=O)CCC(C(C(C(F)(F)F)(F)F)(F)F)(F)F (2-(4-oxocyclohexyl)-2-(3,3,4,4,5,5,6,6,6-nonafluorohexylsulfonyl)acetonitrile). Yield: 42.7%. Reaction SMILES: [F:1][C:2]([F:21])([C:11]([F:20])([F:19])[C:12]([F:18])([F:17])[C:13]([F:16])([F:15])[F:14])[CH2:3][CH2:4][S:5]([CH2:8][C:9]#[N:10])(=[O:7])=[O:6].N1CCCC1C(O)=O.C1O[C:33]2([CH2:38][CH2:37][C:36](=O)[CH2:35][CH2:34]2)[O:32]C1>C1(C)C=CC=CC=1>[O:32]=[C:33]1[CH2:38][CH2:37][CH:36]([CH:8]([S:5]([CH2:4][CH2:3][C:2]([F:1])([F:21])[C:11]([F:19])([F:20])[C:12]([F:17])([F:18])[C:13]([F:14])([F:15])[F:16])(=[O:7])=[O:6])[C:9]#[N:10])[CH2:35][CH2:34]1. Procedure: A mixture of 5.40 g of (3,3,4,4,5,5,6,6,6-nonafluorohexylsulfonyl)acetonitrile, 60 ml of toluene, 0.18 g of DL-proline and 2.77 g of 1,4-cyclohexanedione monoethylene ketal was heated and stirred for 3 hours under the reflux condition. After 40 ml of toluene was distilled off, the reaction mixture was cooled to room temperature. The mixture was cooled to 0° C. and then 0.61 g of sodium borohydride was added thereto. To the reaction mixture was added 3 ml of N,N-dimethylformamide. The mixture was... The reactants are CCOCC, [O-][I+3]([O-])([O-])[O-], [Na+], O, CC(C)(O)c1ccc(CC(O)CO)cc1. The product is CC(C)(O)c1ccc(CC=O)cc1. Reaction SMILES: [CH3:23][CH2:24][O:25][CH2:26][CH3:27].[I+3:16]([O-:17])([O-:18])([O-:19])[O-:20].[Na+:21].[OH2:22].[OH:1][C:2]([CH3:3])([CH3:4])[c:5]1[cH:6][cH:7][c:8]([CH2:11][CH:12]([CH2:13][OH:14])[OH:15])[cH:9][cH:10]1>>[OH:1][C:2]([CH3:3])([CH3:4])[c:5]1[cH:6][cH:7][c:8]([CH2:11][CH:12]=[O:15])[cH:9][cH:10]1. The reactants are [BH4-], CCO, CN(C)c1cc(C#N)cc(N(C)C)c1, Cl, [Na+]. Product: CN(C)c1cc(CN)cc(N(C)C)c1. As a reaction SMILES: [BH4-:1].[CH3:18][CH2:19][OH:20].[CH3:3][N:4]([c:5]1[cH:6][c:7]([C:8]#[N:9])[cH:10][c:11]([N:13]([CH3:14])[CH3:15])[cH:12]1)[CH3:16].[ClH:17].[Na+:2]>>[CH3:3][N:4]([c:5]1[cH:6][c:7]([CH2:8][NH2:9])[cH:10][c:11]([N:13]([CH3:14])[CH3:15])[cH:12]1)[CH3:16]. Starting materials: [H][H] (hydrogen), C(C)OC(COC1=CC=C(C=C1)[N+](=O)[O-])=O (Ethyl(4-nitrophenoxy)acetate), O1CCCC1 (tetrahydrofuran). Reagents/catalysts: [C].[Pd] (palladium-carbon). Solvent: C(C)O (ethanol). Yields the product C(C)OC(COC1=CC=C(C=C1)N)=O (ethyl(4-aminophenoxy)acetate). The yield is 73.8%. RXN SMILES: [CH2:1]([O:3][C:4](=[O:16])[CH2:5][O:6][C:7]1[CH:12]=[CH:11][C:10]([N+:13]([O-])=O)=[CH:9][CH:8]=1)[CH3:2].O1CCCC1.[H][H]>[C].[Pd].C(O)C>[CH2:1]([O:3][C:4](=[O:16])[CH2:5][O:6][C:7]1[CH:12]=[CH:11][C:10]([NH2:13])=[CH:9][CH:8]=1)[CH3:2] |f:3.4|. Procedure details: Ethyl(4-nitrophenoxy)acetate (10.0 g, 44.4 mmol) and 10% palladium-carbon (50% water-containing product, 3.0 g) were added to a mixed solution of tetrahydrofuran (50 mL) and ethanol (50 mL), and the mixture was stirred at room temperature for 18 hr in a hydrogen stream. The catalyst was filtered off, and the filtrate was concentrated under reduced pressure. The obtained residue was subjected to silica gel column chromatography (ethyl acetate:hexane=1:2-2:3-1:1), and the obtained crystals were re...